From a dataset of the Open Reaction Database (ORD), a public repository of structured organic reaction records. describe an organic reaction: reactants, conditions, products, and yield Reaction conditions: time 8 hour. The product is CN1C=C(C2=CC=CC=C12)C=1N=C2N(C=CN=C2)C1NC=1C=C2CCC(C2=CC1)=O (5-(2-(1-methyl-1H-indol-3-yl)imidazo[1,2-a]pyrazin-3-ylamino)-2,3-dihydroinden-1-one). Procedure details: 5-Isocyano-2,3-dihydroinden-1-one (6) (60.0 mg, 379 μmol) was combined with pyrazin-2-amine (12) (36.1 mg, 379 μmol), 1-methyl-1H-indole-3-carbaldehyde (15) (60.4 mg, 379 μmol) and Sc(OTf)3 (18.7 mg, 37.9 μmol) in DCM/MeOH and stirred at room temperature overnight. The solvent was evaporated and purified by silica using 2% MeOH/EtOAc to provide 5-(2-(1-methyl-1H-indol-3-yl)imidazo[1,2-a]pyrazin-3-ylamino)-2,3-dihydroinden-1-one (16). MS (APCI) m/z (M+1) The reactants are [N+](#[C-])C=1C=C2CCC(C2=CC1)=O (5-isocyano-2,3-dihydroinden-1-one), N1=C(C=NC=C1)N (Pyrazin-2-amine), CN1C=C(C2=CC=CC=C12)C=O (1-methyl-1H-indole-3-carbaldehyde). RXN SMILES: [N+:1]([C:3]1[CH:4]=[C:5]2[C:9](=[CH:10][CH:11]=1)[C:8](=[O:12])[CH2:7][CH2:6]2)#[C-:2].[N:13]1[CH:18]=[CH:17][N:16]=[CH:15][C:14]=1[NH2:19].[CH3:20][N:21]1[C:29]2[C:24](=[CH:25][CH:26]=[CH:27][CH:28]=2)[C:23]([CH:30]=O)=[CH:22]1>C(Cl)Cl.CO.C(S([O-])(=O)=O)(F)(F)F.C(S([O-])(=O)=O)(F)(F)F.C(S([O-])(=O)=O)(F)(F)F.[Sc+3]>[CH3:20][N:21]1[C:29]2[C:24](=[CH:25][CH:26]=[CH:27][CH:28]=2)[C:23]([C:30]2[N:19]=[C:14]3[CH:15]=[N:16][CH:17]=[CH:18][N:13]3[C:2]=2[NH:1][C:3]2[CH:4]=[C:5]3[C:9](=[CH:10][CH:11]=2)[C:8](=[O:12])[CH2:7][CH2:6]3)=[CH:22]1 |f:3.4,5.6.7.8|. Reagents/catalysts: C(F)(F)(F)S(=O)(=O)[O-].C(F)(F)(F)S(=O)(=O)[O-].C(F)(F)(F)S(=O)(=O)[O-].[Sc+3] (Sc(OTf)3). Run in C(Cl)Cl.CO (DCM MeOH). Reactants: 230g, C1(=CC=C(C=C1)S(=O)(=O)Cl)C (p-toluenesulfonyl chloride), 152g, NC1=C(C=C(C=C1)[N+](=O)[O-])C (4-amino-3-methyl-nitrobenzene), 80g, C([O-])([O-])=O.[Na+].[Na+] (sodium carbonate), 500g. Run in O (water). Run at time 3 hour. Product: 290g, C1(=CC=C(C=C1)S(=O)(=O)NC1=C(C=C(C=C1)[N+](=O)[O-])C)C (4-(N-p-toluenesulfonyl)amino-3-methylnitrobenzene). RXN SMILES: [NH2:1][C:2]1[CH:7]=[CH:6][C:5]([N+:8]([O-:10])=[O:9])=[CH:4][C:3]=1[CH3:11].C(=O)([O-])[O-].[Na+].[Na+].[C:18]1([CH3:28])[CH:23]=[CH:22][C:21]([S:24](Cl)(=[O:26])=[O:25])=[CH:20][CH:19]=1>O>[C:18]1([CH3:28])[CH:23]=[CH:22][C:21]([S:24]([NH:1][C:2]2[CH:7]=[CH:6][C:5]([N+:8]([O-:10])=[O:9])=[CH:4][C:3]=2[CH3:11])(=[O:26])=[O:25])=[CH:20][CH:19]=1 |f:1.2.3|. Procedure: 152g (1 mole) of 4-amino-3-methyl-nitrobenzene, 80g of sodium carbonate and 500g of water are mixed, 230g (1.2 moles) of p-toluenesulfonyl chloride were added thereto while stirring, and the reaction was carried out for 3 hours at 70° C to obtain 290g of 4-(N-p-toluenesulfonyl)amino-3-methylnitrobenzene. Starting materials: C1(CCCCC1)C(C(=O)N)(C1=NN=C2N1C=C(N=C2CCC)C=2C=NC=CC2)[C@H](C)[C@@H]2C[C@@H](C(O2)=O)C(C)C (2-cyclohexyl-1-(S)-[(3R,5S)-2,3,4,5-tetrahydro-3-isopropyl-2-oxofur-5-yl]ethyl-2-[8-propyl-6-(3-pyridyl)-1,2,4-triazolo[4,3-a]pyrazin-3-yl]acetamide), N[C@H]([C@H](C[C@H](C(=O)NCCCC)C(C)C)O)CC1CCCCC1 ((2S,4S,5S)-5-amino-N-butyl-6-cyclohexyl-4-hydroxy-2-isopropylhexanamide), C=1C=CC2=C(C1)N=NN2O (HOBT), CCN=C=NCCCN(C)C (EDAC). The solvent is O (water), CN(C)C=O (DMF). Conditions: time 8 hour. Yields the product C(CCC)NC([C@@H](C[C@@H]([C@H](CC1CCCCC1)NC(C(CC=1C=NC=CC1)C1=NN=C2N1C=C(N=C2CCC)C=2C=NC=CC2)=O)O)C(C)C)=O ((2S,4S,5S)-N-butyl-6-cyclohexyl-4-hydroxy-2-isopropyl-5-[(2RS)-2-(8-propyl-6-(3-pyridyl)-1,2,4-triazolo[4,3-a]pyrazin-3-yl)-3-(3-pyridyl)propionamido]hexanamide). Reaction SMILES: C1([C:7]([C@@H:29]([C@H]2OC(=O)[C@@H](C(C)C)C2)C)([C:11]2[N:15]3[CH:16]=[C:17]([C:23]4[CH:24]=[N:25][CH:26]=[CH:27][CH:28]=4)[N:18]=[C:19]([CH2:20][CH2:21][CH3:22])[C:14]3=[N:13][N:12]=2)[C:8](N)=[O:9])CCCCC1.[NH2:40][C@@H:41]([CH2:56][CH:57]1[CH2:62][CH2:61][CH2:60][CH2:59][CH2:58]1)[C@@H:42]([OH:55])[CH2:43][C@@H:44]([CH:52]([CH3:54])[CH3:53])[C:45]([NH:47][CH2:48][CH2:49][CH2:50][CH3:51])=[O:46].[CH:63]1[CH:64]=[CH:65]C2N(O)N=[N:69][C:67]=2[CH:68]=1.CCN=C=NCCCN(C)C>O.CN(C=O)C>[CH2:48]([NH:47][C:45](=[O:46])[C@H:44]([CH:52]([CH3:53])[CH3:54])[CH2:43][C@H:42]([OH:55])[C@@H:41]([NH:40][C:8](=[O:9])[CH:7]([C:11]1[N:15]2[CH:16]=[C:17]([C:23]3[CH:24]=[N:25][CH:26]=[CH:27][CH:28]=3)[N:18]=[C:19]([CH2:20][CH2:21][CH3:22])[C:14]2=[N:13][N:12]=1)[CH2:29][C:68]1[CH:67]=[N:69][CH:65]=[CH:64][CH:63]=1)[CH2:56][CH:57]1[CH2:58][CH2:59][CH2:60][CH2:61][CH2:62]1)[CH2:49][CH2:50][CH3:51]. Reported procedure: A solution of sodium 2-[8-propyl-6-(3-pyridyl)-1,2,4-triazolo[4,3-a]pyrazin-3-yl]-3-(3-pyridyl)propionate (A) (120 mg) in water (1 ml) was added to a solution of (2S,4S,5S)-5-amino-N-butyl-6-cyclohexyl-4-hydroxy-2-isopropylhexanamide (98 mg) in DMF (9 ml). HOBT (40.5 mg) and EDAC (115 mg) were added and the solution was allowed to stand overnight. The reaction mixture was worked up by a similar procedure to that described in Example 1, followed by flash chromatography eluting with methanol/dichl... Product: [N+](=O)([O-])C1=CC=C(C=NC(C#N)=C(Cl)Cl)C=C1 (2-(4-Nitrobenzylidene)amino-3,3-dichloropropenonitrile). Reactants: NC(C#N)=C(Cl)Cl (2-amino-3,3-dichloropropenonitrile), [N+](=O)([O-])C1=CC=C(C=O)C=C1 (4-nitrobenzaldehyde). Run at time 8 hour. RXN SMILES: [NH2:1][C:2](=[C:5]([Cl:7])[Cl:6])[C:3]#[N:4].[N+:8]([C:11]1[CH:18]=[CH:17][C:14]([CH:15]=O)=[CH:13][CH:12]=1)([O-:10])=[O:9]>C1(C)C=CC=CC=1>[N+:8]([C:11]1[CH:18]=[CH:17][C:14]([CH:15]=[N:1][C:2](=[C:5]([Cl:7])[Cl:6])[C:3]#[N:4])=[CH:13][CH:12]=1)([O-:10])=[O:9]. Procedure details: A solution of 2-amino-3,3-dichloropropenonitrile (15.0 g, 0.11 mole) and 4-nitrobenzaldehyde (15.1 g, 0.10 mmol) in toluene (200 ml) was refluxed for 23 hours. The mixture was evaporated, methanol (100 ml) was added and the mixture was allowed to stand overnight. After filtration, the title compound was isolated as a brown-yellow solid. Solvent: C1(=CC=CC=C1)C (toluene). The reagents and catalysts are [Pd] (palladium). Product: Cl.Cl.OC1(CNCC1)CNC (3-Hydroxy-3-methylaminomethylpyrrolidine dihydrochloride). The reactants are [Cl-].[Cl-].C(C1=CC=CC=C1)N1CC(CC1)(CNC)O (1-benzyl-3-hydroxy-3-methylaminomethylpyrrolidine dichloride). Procedure: 6.9 g (23.5 mmol) of 1-benzyl-3-hydroxy-3-methylaminomethylpyrrolidine dichloride in 100 ml of methanol are hydrogenated on 2 g of palladium/active carbon (10%) at 80° C. and 100 bar. The catalyst is filtered off with suction, the solution is concentrated and the residue is triturated with butanol. The crystalline salt is filtered off with suction, washed with acetone and dried. The solvent is CO (methanol). RXN SMILES: [Cl-:1].[Cl-].C([N:10]1[CH2:14][CH2:13][C:12]([OH:18])([CH2:15][NH:16][CH3:17])[CH2:11]1)C1C=CC=CC=1>CO.[Pd]>[ClH:1].[ClH:1].[OH:18][C:12]1([CH2:15][NH:16][CH3:17])[CH2:13][CH2:14][NH:10][CH2:11]1 |f:0.1.2,5.6.7|. The reactants are C(C)(C)(C)OC(=O)C1N(CCC1)C(CBr)=O (bromoacetyl-pyrrolidine-2-carboxylic acid tert-butyl ester), CC(C)(C)[O-].[K+] (potassium tert-butylate), ClC=1C(=C(C(=C(C1O)O)Cl)Cl)Cl (tetrachlorocatechol). Solvent: CN(C=O)C (dimethylformamide), CN(C=O)C (dimethylformamide), CN(C=O)C (dimethylformamide). Conditions: time 2.5 minute. Yields the product C(C)(C)(C)OC(=O)[C@@H]1N(CCC1)C(COC1=C(C(=C(C(=C1Cl)Cl)Cl)Cl)OCC(=O)N1[C@H](CCC1)C(=O)OC(C)(C)C)=O ((R)-1-[[2-[2-[(R)-2-tert-Butoxycarbonyl-pyrrolidin-1-yl]-2-oxo-ethoxy]-3,4,5,6-tetrachloro-phenoxy]-acetyl]-pyrrolidine-2-carboxylic acid tert-butyl ester). Isolated yield 45.0%. As a reaction SMILES: [CH3:1][C:2]([O-:5])([CH3:4])[CH3:3].[K+].[Cl:7][C:8]1[C:9]([Cl:18])=[C:10]([Cl:17])[C:11]([Cl:16])=[C:12]([OH:15])[C:13]=1[OH:14].[C:19]([O:23][C:24]([CH:26]1[CH2:30][CH2:29][CH2:28][N:27]1[C:31](=[O:34])[CH2:32]Br)=[O:25])([CH3:22])([CH3:21])[CH3:20]>CN(C)C=O>[C:2]([O:5][C:24]([C@H:26]1[CH2:30][CH2:29][CH2:28][N:27]1[C:31](=[O:34])[CH2:32][O:14][C:13]1[C:8]([Cl:7])=[C:9]([Cl:18])[C:10]([Cl:17])=[C:11]([Cl:16])[C:12]=1[O:15][CH2:32][C:31]([N:27]1[CH2:28][CH2:29][CH2:30][C@@H:26]1[C:24]([O:23][C:19]([CH3:22])([CH3:21])[CH3:20])=[O:25])=[O:34])=[O:23])([CH3:4])([CH3:3])[CH3:1] |f:0.1|. Reported procedure: To a solution of 185 mg (1.65 mmol) potassium tert-butylate in 1 ml dimethylformamide at room temperature was added dropwise a solution of 186 mg (0.75 mmol) tetrachlorocatechol in 1 ml dimethylformamide. Stirring was continued for 2-3 min and a solution of 438 mg (1.50 mmol) (R)-(1) -bromoacetyl-pyrrolidine-2-carboxylic acid tert-butyl ester in 2 ml dimethylformamide was added within 1-2 min. The reaction mixture was stirred for additional 4 h at room temperature. The solvent was removed in vac... Starting materials: O=S(=O)(Cl)c1ccc(Cl)cc1, Fc1ccc(C2CCCN2)cc1Cl. The product is O=S(=O)(c1ccc(Cl)cc1)N1CCCC1c1ccc(F)c(Cl)c1. As a reaction SMILES: [Cl:14][c:15]1[cH:16][cH:17][c:18]([S:21](=[O:22])(=[O:23])[Cl:24])[cH:19][cH:20]1.[Cl:1][c:2]1[cH:3][c:4]([CH:9]2[NH:10][CH2:11][CH2:12][CH2:13]2)[cH:5][cH:6][c:7]1[F:8]>>[Cl:1][c:2]1[cH:3][c:4]([CH:9]2[N:10]([S:21]([c:18]3[cH:17][cH:16][c:15]([Cl:14])[cH:20][cH:19]3)(=[O:22])=[O:23])[CH2:11][CH2:12][CH2:13]2)[cH:5][cH:6][c:7]1[F:8]. As a reaction SMILES: N1C=CC=CC=1.[CH3:7][C@@H:8]([CH2:11][CH3:12])[CH2:9][OH:10].[C:13]1([CH3:23])[CH:18]=[CH:17][C:16]([S:19](Cl)(=[O:21])=[O:20])=[CH:15][CH:14]=1>O>[C:13]1([CH3:23])[CH:18]=[CH:17][C:16]([S:19]([O:10][CH2:9][C@@H:8]([CH3:7])[CH2:11][CH3:12])(=[O:21])=[O:20])=[CH:15][CH:14]=1. Yields the product C1(=CC=C(C=C1)S(=O)(=O)OC[C@H](CC)C)C ((S)-2-methylbutyl p-toluenesulfonate). Yield: 95.1%. The reactants are N1=CC=CC=C1 (pyridine), C[C@H](CO)CC ((S)-2-methylbutanol), C1(=CC=C(C=C1)S(=O)(=O)Cl)C (p-toluenesulfonyl chloride). Run in O (Water). Reported procedure: In 300 ml flask were charged 100 ml of pyridine and 40 g of (S)-2-methylbutanol (98 ee%)(produced by Tokyo Chemical Industry Co., Ltd.), and the mixture was cooled to 15° C. or less. To the mixture was added 104 g of p-toluenesulfonyl chloride at that temperature over 10 minutes. The inner temperature was returned to room temperature, at which the mixture was allowed to react for 2 hours. Water was added thereto, and the reaction mixture was extracted with ethyl acetate. The extract was washed t... The reactants are Cl.N1[C@@H](CC1)C(=O)OC ((S)-methyl azetidine-2-carboxylate HCl), CN(C)C(=[N+](C)C)ON1C2=C(C=CC=C2)N=N1.[B-](F)(F)(F)F (TBTU), CC=1C=CC(=C(C(=O)O)C1)N1N=CC=N1 (5-methyl-2-(2H-1,2,3-triazol-2-yl)benzoic acid), CCN(C(C)C)C(C)C (DIPEA). Solvent: C(Cl)Cl (DCM), C(Cl)Cl (DCM), O (water). Conditions: time 1 hour. The product is COC(=O)[C@H]1N(CC1)C(C1=C(C=CC(=C1)C)N1N=CC=N1)=O ((S)-1-(5-Methyl-2-[1,2,3]triazol-2-yl-benzoyl)-azetidine-2-carboxylic acid methyl ester). RXN SMILES: CN(C(ON1N=NC2C=CC=CC1=2)=[N+](C)C)C.[B-](F)(F)(F)F.[CH3:23][C:24]1[CH:25]=[CH:26][C:27]([N:33]2[N:37]=[CH:36][CH:35]=[N:34]2)=[C:28]([CH:32]=1)[C:29]([OH:31])=O.CCN(C(C)C)C(C)C.Cl.[NH:48]1[CH2:51][CH2:50][C@H:49]1[C:52]([O:54][CH3:55])=[O:53]>C(Cl)Cl.O>[CH3:55][O:54][C:52]([C@@H:49]1[CH2:50][CH2:51][N:48]1[C:29](=[O:31])[C:28]1[CH:32]=[C:24]([CH3:23])[CH:25]=[CH:26][C:27]=1[N:33]1[N:37]=[CH:36][CH:35]=[N:34]1)=[O:53] |f:0.1,4.5|. Procedure: TBTU (4.93 g, 15.4 mmol) was added to a rt solution of 5-methyl-2-(2H-1,2,3-triazol-2-yl)benzoic acid A-1-2 (2.40 mg, 11.8 mmol) and DIPEA (8.09 mL, 47.2 mmol) in DCM (24 mL) and after stirring for 15 min, (S)-methyl azetidine-2-carboxylate HCl (2.03 g, 13 mmol) was added and the resulting mixture was stirred at rt for 1 h. The rxn mixture was diluted with DCM and water, the layers were separated and the aq. layer was extracted with DCM (1×). The combined org. extracts were washed with brine, dr... Reactants: C(N)(=N)C1=CC=C(CN2[C@H](C(=O)N3CCC(CC3)OCC(=O)OC(C)(C)C)C[C@H](C2)O)C=C1 (t-butyl [[1-[(4R)-1-(p-amidino-benzyl)-4-hydroxy-L-prolyl]-4-piperidinyl]oxy]acetate), FC(C(=O)O)(F)F (trifluoroacetic acid). Solvent: ClCCl (dichloromethane). Product: FC(C(=O)O)(F)F.C(N)(=N)C1=CC=C(C(=O)N2[C@H](C(=O)N3CCC(CC3)OCC(=O)O)C[C@H](C2)O)C=C1 ([[1-[(4R)-1-(p-amidino-benzoyl)-4-hydroxy-L-prolyl]-4-piperidinyl]oxy]acetic acid trifluoroacetate). Reaction SMILES: [C:1]([C:4]1[CH:33]=[CH:32][C:7]([CH2:8][N:9]2[CH2:30][C@H:29]([OH:31])[CH2:28][C@H:10]2[C:11]([N:13]2[CH2:18][CH2:17][CH:16]([O:19][CH2:20][C:21]([O:23]C(C)(C)C)=[O:22])[CH2:15][CH2:14]2)=[O:12])=[CH:6][CH:5]=1)(=[NH:3])[NH2:2].[F:34][C:35]([F:40])([F:39])[C:36]([OH:38])=[O:37]>ClCCl>[F:34][C:35]([F:40])([F:39])[C:36]([OH:38])=[O:37].[C:1]([C:4]1[CH:33]=[CH:32][C:7]([C:8]([N:9]2[CH2:30][C@H:29]([OH:31])[CH2:28][C@H:10]2[C:11]([N:13]2[CH2:18][CH2:17][CH:16]([O:19][CH2:20][C:21]([OH:23])=[O:22])[CH2:15][CH2:14]2)=[O:12])=[O:37])=[CH:6][CH:5]=1)(=[NH:3])[NH2:2] |f:3.4|. Procedure: A solution of 1.60 g of t-butyl [[1-[(4R)-1-(p-amidino-benzyl)-4-hydroxy-L-prolyl]-4-piperidinyl]oxy]acetate in 20 ml of dichloromethane and 20 ml of trifluoroacetic acid is stirred at room temperature for 2 hours and evaporated. The residue is dissolved in ethanol and treated with ether. Suction filtration and drying of the precipitate gives 1.25 g of [[1-[(4R)-1-(p-amidino-benzoyl)-4-hydroxy-L-prolyl]-4-piperidinyl]oxy]acetic acid trifluoroacetate. M.p. 220° C.